This data is from the Open Reaction Database (ORD), a public repository of structured organic reaction records. The task is: describe an organic reaction: reactants, conditions, products, and yield Starting materials: C1(=CC=CC=C1)[O-].[K+] (potassium phenolate), C1(=CC=CC=C1)O (phenol), mixture, C(=O)=O (carbon dioxide), ( G ). Run in O (water). Product: OC1=CC=C(C(=O)O)C=C1 (p-hydroxybenzoic acid). Reaction SMILES: [C:1]1([O-:7])[CH:6]=[CH:5][CH:4]=[CH:3][CH:2]=1.[K+].C1(O)C=CC=CC=1.[C:16](=[O:18])=[O:17]>O>[OH:7][C:1]1[CH:6]=[CH:5][C:4]([C:16]([OH:18])=[O:17])=[CH:3][CH:2]=1 |f:0.1|. Procedure: In a pressure reaction vessel were charged 100 g of potassium phenolate, 35 g of phenol and 500 g of a mixture of hydrogenated triphenyls, and a reaction was allowed to proceed at 250° C. and at a carbon dioxide pressure of 7 kg/cm2 (G) for 20 minutes, with stirring. The reaction mixture was cooled and charged into 200 ml of water, followed by separation into the reaction medium layer and the water layer at 60° C. The water layer was made acid with dilute sulfuric acid to give 81.6 g of p-hydrox... Starting materials: C(C)(=O)O (acetic acid), ClCCl (dichloromethane), 16a, N[C@H](CCNCC(C)C)CC(C)C ([(3S)-3-amino-5-methylhexyl](2-methylpropyl)amine), FC1=C(C=CC(=C1)F)CNC(=O)C=1C(C(=C2N(C[C@@H]3N([C@H](CCN3CC(C)C)CC(C)C)C2=O)C1)O)=O ((4S,12aS)—N-[(2,4-Difluorophenyl)methyl]-7-hydroxy-1,4-bis(2-methylpropyl)-6,8-dioxo 1,2,3,4,6,8,12,12a-octahydropyrido[1′,2′:4,5]pyrazino[1,2-a]pyrimidine-9-carboxamide). Product: Cl.Cl.N[C@H](CCNCC(C)C)CC(C)C ([(3S)-3-Amino-5-methylhexyl](2-methylpropyl)amine dihydrochloride), title compound, O=C1C=2N(CC3N1CCCN3)C=C(C(C2OCC2=CC=CC=C2)=O)C(=O)N (6,8-dioxo-7-[(phenyl methyl)oxy]-1,2,3,4,6,8,12,12a octahydropyrido[1′,2′:4,5]pyrazino[1,2-a]pyrimidine-9-carboxamide). Yield: 66.0%. As a reaction SMILES: FC1C=C(F)C=CC=1C[NH:10][C:11]([C:13]1[C:14](=[O:37])[C:15]([OH:36])=[C:16]2[C:33](=[O:34])[N:20]3[C@@H:21]([CH2:29][CH:30]([CH3:32])[CH3:31])[CH2:22][CH2:23][N:24]([CH2:25][CH:26]([CH3:28])[CH3:27])[C@@H:19]3[CH2:18][N:17]2[CH:35]=1)=[O:12].N[C@@H:39]([CH2:47][CH:48]([CH3:50])[CH3:49])[CH2:40][CH2:41]NCC(C)C.C(O)(=O)C.[Cl:55]CCl>>[ClH:55].[ClH:55].[NH2:20][C@@H:21]([CH2:29][CH:30]([CH3:32])[CH3:31])[CH2:22][CH2:23][NH:24][CH2:25][CH:26]([CH3:27])[CH3:28].[O:34]=[C:33]1[N:20]2[CH2:21][CH2:22][CH2:23][NH:24][CH:19]2[CH2:18][N:17]2[CH:35]=[C:13]([C:11]([NH2:10])=[O:12])[C:14](=[O:37])[C:15]([O:36][CH2:50][C:48]3[CH:47]=[CH:39][CH:40]=[CH:41][CH:49]=3)=[C:16]12 |f:4.5.6|. Procedure: [(3S)-3-Amino-5-methylhexyl](2-methylpropyl)amine dihydrochloride was prepared in a similar manner as described in example Z-32. 1H NMR (400 MHz, CDCl3/CD3OD) δ 0.87 (d, J=6.4 Hz, 6H), 0.97 (d, J=6.8 Hz, 6H), 1.34-1.41 (m, 1H), 1.45-1.52 (m, 1H), 1.58-1.66 (m, 1H), 2.01-2.13 (m, 2H), 2.72-2.73 (m, 2H), 3.03-3.06 (m, 2H), 3.29 (m, 2H), 8.07 (br, <1H), 8.71 (br, <1H). b) (4S,12aS)—N-[(2,4-Difluorophenyl)methyl]-7-hydroxy-1,4-bis(2-methylpropyl)-6,8-dioxo 1,2,3,4,6,8,12,12a-octahydropyrido[1′,2′:4,... Isolated yield 40.9%. The product is ClC1=C(C(=CC=C1)Cl)C1=NOC(=C1COC1=CC=C(C=C1)C1=CC=C2C=C(C=NC2=C1)C(=O)OC)C(C)C (methyl 7-[4-({[3-(2,6-dichlorophenyl)-5-(1-methylethyl)-4-isoxazolyl]methyl}oxy)phenyl]-3-quinolinecarboxylate). The reagents and catalysts are C(C)(=O)[O-].[Pd+2].C(C)(=O)[O-] (palladium acetate). As a reaction SMILES: Br[C:2]1[CH:11]=[C:10]2[C:5]([CH:6]=[C:7]([C:12]([O:14][CH3:15])=[O:13])[CH:8]=[N:9]2)=[CH:4][CH:3]=1.CC1(C)C(C)(C)OB([C:24]2[CH:29]=[CH:28][C:27]([OH:30])=[CH:26][CH:25]=2)O1.C1(P(C2C=CC=CC=2)C2C=CC=CC=2)C=CC=CC=1.[O-]P([O-])([O-])=O.[K+].[K+].[K+].Cl[CH2:60][C:61]1[C:62]([C:69]2[C:74]([Cl:75])=[CH:73][CH:72]=[CH:71][C:70]=2[Cl:76])=[N:63][O:64][C:65]=1[CH:66]([CH3:68])[CH3:67].C([O-])([O-])=O.[K+].[K+]>O1CCOCC1.C([O-])(=O)C.[Pd+2].C([O-])(=O)C.CCOC(C)=O.CN(C=O)C.O>[Cl:75][C:74]1[CH:73]=[CH:72][CH:71]=[C:70]([Cl:76])[C:69]=1[C:62]1[C:61]([CH2:60][O:30][C:27]2[CH:26]=[CH:25][C:24]([C:2]3[CH:11]=[C:10]4[C:5]([CH:6]=[C:7]([C:12]([O:14][CH3:15])=[O:13])[CH:8]=[N:9]4)=[CH:4][CH:3]=3)=[CH:29][CH:28]=2)=[C:65]([CH:66]([CH3:68])[CH3:67])[O:64][N:63]=1 |f:3.4.5.6,8.9.10,12.13.14|. Reported procedure: A solution of 78 mg (0.29 mmol) of methyl 7-bromo-3-quinolinecarboxylate, 97 mg (0.44 mmol) of 4-(4,4,5,5-tetramethyl-1,3,2-dioxaborolan-2-yl)phenol, 3 mg (0.01 mmol) of palladium acetate, 8 mg (0.03 mmol) of triphenylphosphine, 218 mg (1.03 mmol) of K3PO4 and 25 μL of H2O in 1.0 mL of dioxane was stirred at 60° C. for 1 hr. EtOAc was added and the organics were washed with water and brine then concentrated. To the residue was added 65 mg (0.21 mmol) of 4-(chloromethyl)-3-(2,6-dichlorophenyl)-5-... The solvent is O1CCOCC1 (dioxane), O (H2O), CCOC(=O)C (EtOAc), CCOC(=O)C (EtOAc), CN(C)C=O (DMF). Conditions: temperature 60 celsius, time 1 hour. Reactants: BrC1=CC=C2C=C(C=NC2=C1)C(=O)OC (methyl 7-bromo-3-quinolinecarboxylate), CC1(OB(OC1(C)C)C1=CC=C(C=C1)O)C (4-(4,4,5,5-tetramethyl-1,3,2-dioxaborolan-2-yl)phenol), C1(=CC=CC=C1)P(C1=CC=CC=C1)C1=CC=CC=C1 (triphenylphosphine), [O-]P(=O)([O-])[O-].[K+].[K+].[K+] (K3PO4), ClCC=1C(=NOC1C(C)C)C1=C(C=CC=C1Cl)Cl (4-(chloromethyl)-3-(2,6-dichlorophenyl)-5-(1-methylethyl)isoxazole), C(=O)([O-])[O-].[K+].[K+] (K2CO3). Reactants: CC(=O)OC(C)=O, CCCCCCC(C)Oc1ccc(C(=O)O)cc1N, O. Yields the product CCCCCCC(C)Oc1ccc(C(=O)O)cc1NC(C)=O. Reaction SMILES: [CH3:20][C:21](=[O:22])[O:23][C:24](=[O:25])[CH3:26].[NH2:1][c:2]1[cH:3][c:4]([C:5](=[O:6])[OH:7])[cH:8][cH:9][c:10]1[O:11][CH:12]([CH3:13])[CH2:14][CH2:15][CH2:16][CH2:17][CH2:18][CH3:19].[OH2:27]>>[NH:1]([c:2]1[cH:3][c:4]([C:5](=[O:6])[OH:7])[cH:8][cH:9][c:10]1[O:11][CH:12]([CH3:13])[CH2:14][CH2:15][CH2:16][CH2:17][CH2:18][CH3:19])[C:21]([CH3:20])=[O:22]. Reactants: N=1C(=CN2C1C=CC=C2)C(=O)O (Imidazo[1,2-a]pyridine-2-carboxylic acid), C(=O)(N1C=NC=C1)N1C=NC=C1 (carbonyldiimidazole), NCC12CCCN2CCC1 (7a-aminomethylhexahydro-1H-pyrrolizine). The solvent is CN(C=O)C (dimethylformamide). The product is C1CCN2CCCC12CNC(=O)C=1N=C2N(C=CC=C2)C1 (N-(tetrahydro-1H-pyrrolizin-7a(5H)-ylmethyl)imidazo[1,2-a]pyridine-2-carboxamide). Reaction SMILES: [N:1]1[C:2]([C:10]([OH:12])=O)=[CH:3][N:4]2[CH:9]=[CH:8][CH:7]=[CH:6][C:5]=12.C(N1C=CN=C1)(N1C=CN=C1)=O.[NH2:25][CH2:26][C:27]12[CH2:34][CH2:33][CH2:32][N:31]1[CH2:30][CH2:29][CH2:28]2>CN(C)C=O>[CH2:28]1[C:27]2([CH2:26][NH:25][C:10]([C:2]3[N:1]=[C:5]4[CH:6]=[CH:7][CH:8]=[CH:9][N:4]4[CH:3]=3)=[O:12])[N:31]([CH2:32][CH2:33][CH2:34]2)[CH2:30][CH2:29]1. Procedure: Imidazo[1,2-a]pyridine-2-carboxylic acid is reacted with carbonyldiimidazole in dimethylformamide and subsequently with 7a-aminomethylhexahydro-1H-pyrrolizine to afford the title compound upon workup. The reactants are BrCCCCCCCBr, CCOC(=O)C(C)C, C1CCOC1, CC(C)[N-]C(C)C, [Cl-], [Li+], [NH4+]. Product: CCOC(=O)C(C)(C)CCCCCCCBr. As a reaction SMILES: [Br:17][CH2:18][CH2:19][CH2:20][CH2:21][CH2:22][CH2:23][CH2:24][Br:25].[C:9]([CH:10]([CH3:11])[CH3:12])(=[O:13])[O:14][CH2:15][CH3:16].[CH2:28]1[O:29][CH2:30][CH2:31][CH2:32]1.[CH3:2][CH:3]([N-:4][CH:5]([CH3:6])[CH3:7])[CH3:8].[Cl-:26].[Li+:1].[NH4+:27]>>[C:9]([C:10]([CH3:11])([CH3:12])[CH2:18][CH2:19][CH2:20][CH2:21][CH2:22][CH2:23][CH2:24][Br:25])(=[O:13])[O:14][CH2:15][CH3:16]. Starting materials: BrC1=C(C=C(C=C1)C(F)(F)F)I (1-bromo-2-iodo-4-(trifluoromethyl)benzene), CC1(OB(OC1(C)C)C1=CCN(CC1)C(=O)OC(C)(C)C)C (tert-butyl 4-(4,4,5,5-tetramethyl-1,3,2-dioxaborolan-2-yl)-5,6-dihydropyridine-1(2H)-carboxylate), Pd(dppf)-CH2Cl2, C([O-])([O-])=O.[K+].[K+] (potassium carbonate). The solvent is O1CCOCC1 (1,4-dioxane), O (water), C(C)(=O)OCC (ethyl acetate). Product: BrC1=C(C=C(C=C1)C(F)(F)F)C1=CCN(CC1)C(=O)OC(C)(C)C (tert-butyl 4-(2-bromo-5-(trifluoromethyl)phenyl)-5,6-dihydropyridine-1(2H)-carboxylate). As a reaction SMILES: [Br:1][C:2]1[CH:7]=[CH:6][C:5]([C:8]([F:11])([F:10])[F:9])=[CH:4][C:3]=1I.CC1(C)C(C)(C)OB([C:21]2[CH2:26][CH2:25][N:24]([C:27]([O:29][C:30]([CH3:33])([CH3:32])[CH3:31])=[O:28])[CH2:23][CH:22]=2)O1.C(=O)([O-])[O-].[K+].[K+]>O1CCOCC1.O.C(OCC)(=O)C>[Br:1][C:2]1[CH:7]=[CH:6][C:5]([C:8]([F:11])([F:10])[F:9])=[CH:4][C:3]=1[C:21]1[CH2:26][CH2:25][N:24]([C:27]([O:29][C:30]([CH3:33])([CH3:32])[CH3:31])=[O:28])[CH2:23][CH:22]=1 |f:2.3.4|. Procedure: A solution of 1-bromo-2-iodo-4-(trifluoromethyl)benzene (1.598 ml, 9.70 mmol), tert-butyl 4-(4,4,5,5-tetramethyl-1,3,2-dioxaborolan-2-yl)-5,6-dihydropyridine-1(2H)-carboxylate (3.00 g, 9.70 mmol), Pd(dppf)-CH2Cl2 adduct (0.396 g, 0.485 mmol), and potassium carbonate (2.329 g, 38.8 mmol) in 1,4-dioxane (36.4 ml) and water (12.13 ml) was stirred at 70° C. for 18 hours. The reaction was diluted with ethyl acetate and washed with water. The aqueous layer was extracted with ethyl acetate, and the com... The reactants are C(#N)CCN1N=C(C2=C1NC(C=1CCCCC21)=O)[C@@H]2N(CCC2)C(=O)OCC2=CC=CC=C2 (benzyl (2R)-2-[3-(2-cyanoethyl)-5-oxo-4,5,6,7,8,9-hexahydro-3H-pyrazolo[3,4-c]isoquinolin-1-yl]pyrrolidine-1-carboxylate), C(C)(=O)O (acetic acid). Reagents/catalysts: [Ni] (Raney nickel). Run at time 6 hour. Product: O=C1NC2=C(C=3CCCCC13)C(=NN2CCC=O)[C@@H]2N(CCC2)C(=O)OCC2=CC=CC=C2 (benzyl (2R)-2-[5-oxo-3-(3-oxopropyl)-4,5,6,7,8,9-hexahydro-3H-pyrazolo[3,4-c]isoquinolin-1-yl]pyrrolidine-1-carboxylate). RXN SMILES: [C:1]([CH2:3][CH2:4][N:5]1[C:9]2[NH:10][C:11](=[O:18])[C:12]3[CH2:13][CH2:14][CH2:15][CH2:16][C:17]=3[C:8]=2[C:7]([C@H:19]2[CH2:23][CH2:22][CH2:21][N:20]2[C:24]([O:26][CH2:27][C:28]2[CH:33]=[CH:32][CH:31]=[CH:30][CH:29]=2)=[O:25])=[N:6]1)#N.C(O)(=[O:36])C>[Ni]>[O:18]=[C:11]1[C:12]2[CH2:13][CH2:14][CH2:15][CH2:16][C:17]=2[C:8]2[C:7]([C@H:19]3[CH2:23][CH2:22][CH2:21][N:20]3[C:24]([O:26][CH2:27][C:28]3[CH:29]=[CH:30][CH:31]=[CH:32][CH:33]=3)=[O:25])=[N:6][N:5]([CH2:4][CH2:3][CH:1]=[O:36])[C:9]=2[NH:10]1. Reported procedure: A solution of Example 72A (2.0 g, 4.5 mmol) in acetic acid (10 ml) was treated with Raney nickel (200 mg) at rt. The reaction mixture was stirred under hydrogen for 6 h. Solid material was filtered off and the filtrate was concentrated. The residue was separated by flash chromatography to give Example 77A. Yield: 0.5 g (25%). MS (DCI): m/z 449 (M+H)+. Starting materials: C(C)(C)(C)OC(=O)C(CNC)C1=CC=C(C=C1)[C@@H]1CC[C@H](CC1)NC (trans-4-[4-(1-tert.butoxycarbonyl-methylaminoethyl)-phenyl]-N-methylcyclohexylamine), ClC1=CC=C(C(=O)Cl)C=C1 (4-chlorobenzoylchloride). Yields the product C(C)(C)(C)OC(=O)C(CNC)C1=CC=C(C=C1)[C@@H]1CC[C@H](CC1)N(C)C(C1=CC=C(C=C1)Cl)=O (trans-4-[4-(1-tert.butoxycarbonyl-methylaminoethyl)-phenyl]-N-(4-chlorobenzoyl)-N-methylcyclohexylamine). As a reaction SMILES: [C:1]([O:5][C:6]([CH:8]([C:12]1[CH:17]=[CH:16][C:15]([C@H:18]2[CH2:23][CH2:22][C@H:21]([NH:24][CH3:25])[CH2:20][CH2:19]2)=[CH:14][CH:13]=1)[CH2:9][NH:10][CH3:11])=[O:7])([CH3:4])([CH3:3])[CH3:2].[Cl:26][C:27]1[CH:35]=[CH:34][C:30]([C:31](Cl)=[O:32])=[CH:29][CH:28]=1>>[C:1]([O:5][C:6]([CH:8]([C:12]1[CH:17]=[CH:16][C:15]([C@H:18]2[CH2:23][CH2:22][C@H:21]([N:24]([C:31](=[O:32])[C:30]3[CH:34]=[CH:35][C:27]([Cl:26])=[CH:28][CH:29]=3)[CH3:25])[CH2:20][CH2:19]2)=[CH:14][CH:13]=1)[CH2:9][NH:10][CH3:11])=[O:7])([CH3:3])([CH3:4])[CH3:2]. Reported procedure: from trans-4-[4-(1-tert.butoxycarbonyl-methylaminoethyl)-phenyl]-N-methylcyclohexylamine and 4-chlorobenzoylchloride. Melting point: 172°-174° C. Starting materials: OC(CNCCCCCCCC)CN(CC(CNCCCCCCCC)O)CCS(=O)(=O)O (11,15-dihydroxy-13-sulfoethyl-9,13,17-triazapentacosane), C1(CCC(=O)O1)=O (succinic anhydride). Solvent: C=1(C(=CC=CC1)C)C (xylene). Yields the product OC(CN(C(CCC(=O)O)=O)CCCCCCCC)CN(CC(CN(C(CCC(=O)O)=O)CCCCCCCC)O)CCS(=O)(=O)O (6,10-dihydroxy-4,12-dioctyl-3,13-dioxo-8-sulfoethyl-4,8,12-triaza-1,15-pentadecanedicarboxylic acid). Yield: 80.5%. As a reaction SMILES: [OH:1][CH:2]([CH2:13][N:14]([CH2:28][CH2:29][S:30]([OH:33])(=[O:32])=[O:31])[CH2:15][CH:16]([OH:27])[CH2:17][NH:18][CH2:19][CH2:20][CH2:21][CH2:22][CH2:23][CH2:24][CH2:25][CH3:26])[CH2:3][NH:4][CH2:5][CH2:6][CH2:7][CH2:8][CH2:9][CH2:10][CH2:11][CH3:12].[C:34]1(=[O:40])[O:39][C:37](=[O:38])[CH2:36][CH2:35]1>C1(C)C(C)=CC=CC=1>[OH:1][CH:2]([CH2:13][N:14]([CH2:28][CH2:29][S:30]([OH:33])(=[O:31])=[O:32])[CH2:15][CH:16]([OH:27])[CH2:17][N:18]([CH2:19][CH2:20][CH2:21][CH2:22][CH2:23][CH2:24][CH2:25][CH3:26])[C:34](=[O:40])[CH2:35][CH2:36][C:37]([OH:39])=[O:38])[CH2:3][N:4]([CH2:5][CH2:6][CH2:7][CH2:8][CH2:9][CH2:10][CH2:11][CH3:12])[C:34](=[O:40])[CH2:35][CH2:36][C:37]([OH:39])=[O:38]. Procedure details: A reactor was charged with 27 g (0.05 mole) of 11,15-dihydroxy-13-sulfoethyl-9,13,17-triazapentacosane and 100 g of xylene, to which 12 g (0.12 mole) of succinic anhydride were then added with stirring to conduct a reaction at 50° C. for 6 hours. After xylene was distilled off under reduced pressure, 300 ml of water were added, and 10% sodium hydroxide was further added to keep the pH of the reaction mixture at 7. Thereafter, the reaction mixture was subjected to electrodialysis and lyophilized,...